Dataset: the Open Reaction Database (ORD), a public repository of structured organic reaction records. Task: describe an organic reaction: reactants, conditions, products, and yield The reactants are CC(C)(C)OC(=O)N1CC=C(c2ccc(Cl)cc2)CC1, ClCCl, O=C(OO)c1cccc(Cl)c1. Product: CC(C)(C)OC(=O)N1CCC2(c3ccc(Cl)cc3)OC2C1. As a reaction SMILES: [C:1]([CH3:2])([CH3:3])([CH3:4])[O:5][C:6](=[O:7])[N:8]1[CH2:9][CH2:10][C:11]([c:14]2[cH:15][cH:16][c:17]([Cl:20])[cH:18][cH:19]2)=[CH:12][CH2:13]1.[CH2:32]([Cl:33])[Cl:34].[OH:21][O:22][C:23]([c:24]1[cH:25][c:26]([Cl:27])[cH:28][cH:29][cH:30]1)=[O:31]>>[C:1]([CH3:2])([CH3:3])([CH3:4])[O:5][C:6](=[O:7])[N:8]1[CH2:9][CH2:10][C:11]2([c:14]3[cH:15][cH:16][c:17]([Cl:20])[cH:18][cH:19]3)[CH:12]([CH2:13]1)[O:21]2. Starting materials: [OH-].[Na+] (sodium hydroxide), C(C)(=O)NC(COC(C)=O)(COC(C)=O)CCCCCCCCCCCCCCCCCCCCCC (2-Acetamido-1,3-diacetoxy-2-docosylpropane), Cl (hydrochloric acid). The solvent is CO (methanol). Yields the product Cl.NC(CO)(CO)CCCCCCCCCCCCCCCCCCCCCC (2-amino-2-docosyl-1,3-propanediol hydrochloride). As a reaction SMILES: C([NH:4][C:5]([CH2:16][CH2:17][CH2:18][CH2:19][CH2:20][CH2:21][CH2:22][CH2:23][CH2:24][CH2:25][CH2:26][CH2:27][CH2:28][CH2:29][CH2:30][CH2:31][CH2:32][CH2:33][CH2:34][CH2:35][CH2:36][CH3:37])([CH2:11][O:12]C(=O)C)[CH2:6][O:7]C(=O)C)(=O)C.[OH-].[Na+].[ClH:40]>CO>[ClH:40].[NH2:4][C:5]([CH2:16][CH2:17][CH2:18][CH2:19][CH2:20][CH2:21][CH2:22][CH2:23][CH2:24][CH2:25][CH2:26][CH2:27][CH2:28][CH2:29][CH2:30][CH2:31][CH2:32][CH2:33][CH2:34][CH2:35][CH2:36][CH3:37])([CH2:6][OH:7])[CH2:11][OH:12] |f:1.2,5.6|. Reported procedure: 2-Acetamido-1,3-diacetoxy-2-docosylpropane (1.5 g) was dissolved in 40 ml of methanol and 9.6 ml of a 1 N aqueous sodium hydroxide solution was added thereto. The mixture was refluxed under heating for 6 hours., The mixture was neutralized with a 1 N aqueous hydrochloric acid solution and concentrated under reduced pressure. The concentrate was washed with water and ethyl acetate:hexane=1:1 in order to give 846 mg of 2-amino-2-docosyl-1,3-propanediol hydrochloride. Starting materials: C=C(C)CBr, CO, CC(C)[N-]C(C)C, ClCCl, [Li+], C1CCOC1, O, O=C(O)Cc1cccc(-c2ccccc2)c1. Yields the product C=C(C)CC(C(=O)O)c1cccc(-c2ccccc2)c1. Reaction SMILES: [Br:25][CH2:26][C:27](=[CH2:28])[CH3:29].[CH3:39][OH:40].[CH:17]([N-:18][CH:19]([CH3:20])[CH3:21])([CH3:22])[CH3:23].[Cl:36][CH2:37][Cl:38].[Li+:24].[O:31]1[CH2:32][CH2:33][CH2:34][CH2:35]1.[OH2:30].[c:1]1(-[c:11]2[cH:12][cH:13][cH:14][cH:15][cH:16]2)[cH:2][c:3]([CH2:7][C:8](=[O:9])[OH:10])[cH:4][cH:5][cH:6]1>>[c:1]1(-[c:11]2[cH:12][cH:13][cH:14][cH:15][cH:16]2)[cH:2][c:3]([CH:7]([C:8](=[O:9])[OH:10])[CH2:28][C:27](=[CH2:26])[CH3:29])[cH:4][cH:5][cH:6]1. The reactants are CCOC(=O)Nc1ccc([N+](=O)[O-])cc1Cl, CC(=O)O, C1CCOC1. Product: CCOC(=O)Nc1ccc(N)cc1Cl. Reaction SMILES: [CH2:1]([CH3:2])[O:3][C:4]([NH:5][c:6]1[c:7]([Cl:15])[cH:8][c:9]([N+:12]([O-:13])=[O:14])[cH:10][cH:11]1)=[O:16].[CH3:17][C:18](=[O:19])[OH:20].[O:21]1[CH2:22][CH2:23][CH2:24][CH2:25]1>>[CH2:1]([CH3:2])[O:3][C:4]([NH:5][c:6]1[c:7]([Cl:15])[cH:8][c:9]([NH2:12])[cH:10][cH:11]1)=[O:16]. Reactants: C([N+](=O)[O-])([N+](=O)[O-])[N+](=O)[O-] (Nitroform), C=C(C(=O)OCC)C(=O)OCC (diethyl methylenemalonate). Run in CO (methanol). The product is [N+](=O)([O-])C(CC(C(=O)OCC)C(=O)OCC)([N+](=O)[O-])[N+](=O)[O-] (diethyl 2,2,2-trinitroethylmalonate). RXN SMILES: [CH:1]([N+:8]([O-:10])=[O:9])([N+:5]([O-:7])=[O:6])[N+:2]([O-:4])=[O:3].[CH2:11]=[C:12]([C:18]([O:20][CH2:21][CH3:22])=[O:19])[C:13]([O:15][CH2:16][CH3:17])=[O:14]>CO>[N+:2]([C:1]([N+:8]([O-:10])=[O:9])([N+:5]([O-:7])=[O:6])[CH2:11][CH:12]([C:13]([O:15][CH2:16][CH3:17])=[O:14])[C:18]([O:20][CH2:21][CH3:22])=[O:19])([O-:4])=[O:3]. Procedure details: Carefully controlled reaction conditions are required because the addition of a nucleophile (nitro- or halonitroalkyl ion) to a methylenemalonate ester gives the salt of an alkylmalonate which is itself capable of undergoing further nucleophilic reactions. Nitroform, a strong acid, reacts with diethyl methylenemalonate in aqueous methanol at ambient temperature, without a base as catalyst, to produce diethyl 2,2,2-trinitroethylmalonate. The same conditions may also be used to produce dimethyl 2,... Starting materials: BrC1=C(C#N)C=CC=C1 (2-bromobenzonitrile), [N-]=[N+]=[N-].[Na+] (sodium azide), [Cl-].[NH4+] (ammonium chloride). Solvent: CN(C)C=O (DMF). Conditions: temperature 100 celsius. Yields the product BrC1=C(C=CC=C1)C1=NN=NN1 (5-(2-Bromophenyl)-1H-tetrazole). The yield is 73.5%. As a reaction SMILES: [Br:1][C:2]1[CH:9]=[CH:8][CH:7]=[CH:6][C:3]=1[C:4]#[N:5].[N-:10]=[N+:11]=[N-:12].[Na+].[Cl-].[NH4+]>CN(C=O)C>[Br:1][C:2]1[CH:9]=[CH:8][CH:7]=[CH:6][C:3]=1[C:4]1[NH:12][N:11]=[N:10][N:5]=1 |f:1.2,3.4|. Procedure: A mixture of 2-bromobenzonitrile (10.0 g, 0.055 mol), sodium azide (3.9 g, 0.060 mol), ammonium chloride (3.2 g, 0.060 mol), and DMF (90 mL) was heated at 100° C. for 18 h. The mixture was concentrated, taken up in water, and made basic (pH 9) with 1N KOH. The aqueous mixture was extracted with ether (discarded) and acidified with 2N HCl. The precipitate was collected by filtration to give 9.1 g (73%) of product as an off-white solid, mp 179°-181° C.